This data is from the Open Reaction Database (ORD), a public repository of structured organic reaction records. The task is: describe an organic reaction: reactants, conditions, products, and yield The reactants are ClC1=C(C(=CC=C1)Cl)CC(N)=NO ((2,6-dichlorophenyl)acetamidoxime), P(=O)(O)(O)[O-].[Na+] (sodium dihydrogen phosphate), C1(CC1)CBr (cyclopropylmethyl bromide), CC(C)([O-])C.[K+] (potassium tert-butoxide). Run in CN(C=O)C (dimethylformamide), CN(C=O)C (dimethylformamide). Reaction conditions: temperature -20 celsius, time 1 hour. The product is C1(CC1)CC1(C(C(=CC=C1)Cl)CC(N)=NO)Cl (0-cyclopropylmethyl (2,6-dichlorophenyl)acetamidoxime). RXN SMILES: [Cl:1][C:2]1[CH:7]=[CH:6][CH:5]=[C:4]([Cl:8])[C:3]=1[CH2:9][C:10](=[N:12][OH:13])[NH2:11].[CH:14]1([CH2:17]Br)[CH2:16][CH2:15]1.CC(C)([O-])C.[K+].P([O-])(O)(O)=O.[Na+]>CN(C)C=O>[CH:14]1([CH2:17][C:4]2([Cl:8])[CH:5]=[CH:6][CH:7]=[C:2]([Cl:1])[CH:3]2[CH2:9][C:10](=[N:12][OH:13])[NH2:11])[CH2:16][CH2:15]1 |f:2.3,4.5|. Procedure: 10.0 g (46 mmol) of (2,6-dichlorophenyl)acetamidoxime in 40 ml of dimethylformamide were admixed with 6.5 g (48 mmol) of cyclopropylmethyl bromide. The mixture was cooled to −20° C. and admixed dropwise with 5.4 g (48 mmol) of potassium tert-butoxide in 20 ml of dimethylformamide. The mixture was stirred at −20° C. for 1 h and then at room temperature overnight, poured into aqueous sodium dihydrogen phosphate buffer (pH 6) and extracted 5 times with diethyl ether. The combined extracts were wash... The reactants are COc1ccc(N)cc1OC1CCN(C)C1, COc1ccc(NS(=O)(=O)c2sc3ccc(Cl)cc3c2C)cc1N1CCN(CC2CC2)CC1, Cc1c(S(=O)(=O)Cl)sc2ccc(Cl)cc12. The product is COc1ccc(NS(=O)(=O)c2sc3ccc(Cl)cc3c2C)cc1OC1CCN(C)C1. RXN SMILES: [CH3:1][O:2][c:3]1[c:4]([O:10][CH:11]2[CH2:12][N:13]([CH3:16])[CH2:14][CH2:15]2)[cH:5][c:6]([NH2:9])[cH:7][cH:8]1.[CH:32]1([CH2:33][N:34]2[CH2:35][CH2:36][N:37]([c:38]3[cH:39][c:40]([NH:41][S:42]([c:43]4[s:44][c:45]5[cH:46][cH:47][c:48]([Cl:49])[cH:50][c:51]5[c:52]4[CH3:53])(=[O:54])=[O:55])[cH:56][cH:57][c:58]3[O:59][CH3:60])[CH2:61][CH2:62]2)[CH2:63][CH2:64]1.[Cl:17][c:18]1[cH:19][cH:20][c:21]2[c:22]([c:23]([CH3:30])[c:24]([S:26](=[O:27])(=[O:28])[Cl:29])[s:25]2)[cH:31]1>>[CH3:1][O:2][c:3]1[c:4]([O:10][CH:11]2[CH2:12][N:13]([CH3:16])[CH2:14][CH2:15]2)[cH:5][c:6]([NH:9][S:26]([c:24]2[c:23]([CH3:30])[c:22]3[c:21]([cH:20][cH:19][c:18]([Cl:17])[cH:31]3)[s:25]2)(=[O:27])=[O:28])[cH:7][cH:8]1. Starting materials: CC1(CNC2=CC(=CC=C12)N1CCOCC1)C (4-(3,3-dimethylindolin-6-yl)morpholine), C=1C=CC(=CC1)P(C=2C=CC=CC2)C3=CC=C4C=CC=CC4=C3C5=C6C=CC=CC6=CC=C5P(C=7C=CC=CC7)C=8C=CC=CC8 (BINAP), ClC1=C(C(=NC2=C(C=C(C=C12)Cl)C)C)C (4,6-dichloro-2,3,8-trimethylquinoline), C([O-])([O-])=O.[Cs+].[Cs+] (cesium carbonate). Reagents/catalysts: C=1C=CC(=CC1)/C=C/C(=O)/C=C/C2=CC=CC=C2.C=1C=CC(=CC1)/C=C/C(=O)/C=C/C2=CC=CC=C2.C=1C=CC(=CC1)/C=C/C(=O)/C=C/C2=CC=CC=C2.[Pd].[Pd] (Pd2(dba)3). The solvent is O1CCOCC1 (1,4-dioxane). Product: ClC=1C=C2C(=C(C(=NC2=C(C1)C)C)C)N1CC(C2=CC=C(C=C12)N1CCOCC1)(C)C (6-Chloro-4-(3,3-dimethyl-6-(4-morpholinyl)-2,3-dihydro-1H-indol-1-yl)-2,3,8-trimethylquinoline). As a reaction SMILES: [CH3:1][C:2]1([CH3:17])[C:10]2[C:5](=[CH:6][C:7]([N:11]3[CH2:16][CH2:15][O:14][CH2:13][CH2:12]3)=[CH:8][CH:9]=2)[NH:4][CH2:3]1.Cl[C:19]1[C:28]2[C:23](=[C:24]([CH3:30])[CH:25]=[C:26]([Cl:29])[CH:27]=2)[N:22]=[C:21]([CH3:31])[C:20]=1[CH3:32].C(=O)([O-])[O-].[Cs+].[Cs+].C1C=CC(P(C2C(C3C(P(C4C=CC=CC=4)C4C=CC=CC=4)=CC=C4C=3C=CC=C4)=C3C(C=CC=C3)=CC=2)C2C=CC=CC=2)=CC=1>O1CCOCC1.C1C=CC(/C=C/C(/C=C/C2C=CC=CC=2)=O)=CC=1.C1C=CC(/C=C/C(/C=C/C2C=CC=CC=2)=O)=CC=1.C1C=CC(/C=C/C(/C=C/C2C=CC=CC=2)=O)=CC=1.[Pd].[Pd]>[Cl:29][C:26]1[CH:27]=[C:28]2[C:23](=[C:24]([CH3:30])[CH:25]=1)[N:22]=[C:21]([CH3:31])[C:20]([CH3:32])=[C:19]2[N:4]1[C:5]2[C:10](=[CH:9][CH:8]=[C:7]([N:11]3[CH2:16][CH2:15][O:14][CH2:13][CH2:12]3)[CH:6]=2)[C:2]([CH3:17])([CH3:1])[CH2:3]1 |f:2.3.4,7.8.9.10.11|. Procedure: Prepared according to procedure T using 4-(3,3-dimethylindolin-6-yl)morpholine (0.2 g, 0.86 mmol), 4,6-dichloro-2,3,8-trimethylquinoline (0.413 g, 1.72 mmol), cesium carbonate (0.561 g, 1.72 mmol), Pd2(dba)3 (0.079 g, 0.086 mmol) and (±) BINAP (0.084 g, 0.129 mmol) in 1,4-dioxane (2 mL). After purification by HPLC 6-chloro-4-(3,3-dimethyl-6-(4-morpholinyl)-2,3-dihydro-1H-indol-1-yl)-2,3,8-trimethylquinoline was obtained. 1H NMR (500 MHz, DMSO-d6) δ ppm 7.56-7.60 (2H, m), 7.05 (1H, d, J=8.3 Hz), ... Reactants: CNC (dimethylamine), FC(C(=O)N1CCC2=C(CC1)C=CC(=C2)C=O)(F)F (3-(2,2,2-trifluoro-acetyl)-2,3,4,5-tetrahydro-1H-3-benzazepine-7-carbaldehyde), C(=O)(O)[O-].[Na+] (NaHCO3), C(C)(=O)O[BH-](OC(C)=O)OC(C)=O.[Na+] (sodium triacetoxyborohydride). Solvent: C1CCOC1 (THF), C1CCOC1 (THF), C(C)(=O)O (acetic acid). Run at time 8 hour. Yields the product CN(C)CC1=CC2=C(CCN(CC2)C(C(F)(F)F)=O)C=C1 (1-(7-dimethylaminomethyl-1,2,4,5-tetrahydro-3-benzazepin-3-yl)-2,2,2-trifluoroethanone). RXN SMILES: [CH3:1][NH:2][CH3:3].[F:4][C:5]([F:22])([F:21])[C:6]([N:8]1[CH2:14][CH2:13][C:12]2[CH:15]=[CH:16][C:17]([CH:19]=O)=[CH:18][C:11]=2[CH2:10][CH2:9]1)=[O:7].C(O[BH-](OC(=O)C)OC(=O)C)(=O)C.[Na+].C([O-])(O)=O.[Na+]>C1COCC1.C(O)(=O)C>[CH3:1][N:2]([CH2:19][C:17]1[CH:16]=[CH:15][C:12]2[CH2:13][CH2:14][N:8]([C:6](=[O:7])[C:5]([F:22])([F:4])[F:21])[CH2:9][CH2:10][C:11]=2[CH:18]=1)[CH3:3] |f:2.3,4.5|. Procedure: 11.7 mL (23.4 mmol) of a 2 M dimethylamine solution in THF were added to a solution of 4.5 g (16.59 mmol) 3-(2,2,2-trifluoro-acetyl)-2,3,4,5-tetrahydro-1H-3-benzazepine-7-carbaldehyde in 150 mL THF and the solution was adjusted to pH 5 with 1 mL glacial acetic acid. After 30 min 4.62 g (21.79 mmol) sodium triacetoxyborohydride were added and the reaction mixture was stirred overnight at RT. The reaction solution was carefully combined with saturated NaHCO3 solution, stirred for 30 min, exhaustiv... Reactants: C(C)(C)N(CC)C(C)C (diisopropylethylamine), COCCl (chloromethyl methyl ether), [I-].[Na+] (Sodium iodide), C(C)(C)N(CC)C(C)C (diisopropylethylamine), COCCl (chloromethyl methyl ether), FC1=CC=C(C=C1)C(CN(S(=O)(=O)C1=CSC(=C1)Cl)C)O (5-chlorothiophene-3-sulfonic acid [2-(4-fluorophenyl)-2-hydroxyethyl]-methyl-amide). The solvent is C(C)(=O)OCC (ethyl acetate), ClCCl (dichloromethane). Reaction conditions: time 4 hour. Yields the product FC1=CC=C(C=C1)C(CN(S(=O)(=O)C1=CSC(=C1)Cl)C)OCOC (5-Chlorothiophene-3-sulfonic acid[2-(4-fluorophenyl)-2-methoxymethoxyethyl]-methyl-amide). RXN SMILES: [F:1][C:2]1[CH:7]=[CH:6][C:5]([CH:8]([OH:21])[CH2:9][N:10]([CH3:20])[S:11]([C:14]2[CH:18]=[C:17]([Cl:19])[S:16][CH:15]=2)(=[O:13])=[O:12])=[CH:4][CH:3]=1.C(N(C(C)C)CC)(C)C.[CH3:31][O:32][CH2:33]Cl.[I-].[Na+]>ClCCl.C(OCC)(=O)C>[F:1][C:2]1[CH:7]=[CH:6][C:5]([CH:8]([O:21][CH2:31][O:32][CH3:33])[CH2:9][N:10]([CH3:20])[S:11]([C:14]2[CH:18]=[C:17]([Cl:19])[S:16][CH:15]=2)(=[O:13])=[O:12])=[CH:4][CH:3]=1 |f:3.4|. Procedure details: To a solution of 5-chlorothiophene-3-sulfonic acid [2-(4-fluorophenyl)-2-hydroxyethyl]-methyl-amide (the compound of Preparation Example 83) (1.33 g) in dichloromethane (7 mL) was added dropwise diisopropylethylamine (1.2 mL) and 0.34 mL of chloromethyl methyl ether (0.34 mL) on an ice bath. Sodium iodide (25 mg) was added, and the solution was stirred at room temperature for 4 hours at room temperature. In addition, diisopropylethylamine (1.2 mL) and chloromethyl methyl ether (0.34 mL) were add... Starting materials: CC(=O)O (HOAc), C(C)(=O)O[C@@H](CC)[C@@H]1C[C@@H]([C@@H](O1)N1C(SC2=C1N=C(NC2=O)N)=O)CC(=O)[O-] ([(2R,3R,5S)-5-[(1S)-1-acetoxypropyl]-2-(5-amino-2,7-dioxo-6H-thiazolo[4,5-d]pyrimidin-3-yl)tetrahydrofuran-3-yl]acetate), C(C)(=O)O[C@@H](CC)[C@@H]1C[C@@H]([C@@H](O1)N1C(SC2=C1N=C(NC2=O)N)=O)CC(=O)[O-] ([(2R,3R,5S)-5-[(1S)-1-acetoxypropyl]-2-(5-amino-2,7-dioxo-6H-thiazolo[4,5-d]pyrimidin-3-yl)tetrahydrofuran-3-yl]acetate), C(=O)([O-])[O-].[K+].[K+] (K2CO3). The solvent is CO (methanol). Run at time 10 minute. Product: NC=1NC(C2=C(N1)N(C(S2)=O)[C@H]2[C@@H](C[C@H](O2)[C@H](CC)OC(C)=O)O)=O ([(1S)-1-[(2S,4R,5R)-5-(5-amino-2,7-dioxo-6H-thiazolo[4,5-d]pyrimidin-3-yl)-4-hydroxy-tetrahydrofuran-2-yl]propyl]acetate). Isolated yield 36.0%. Reaction SMILES: [C:1]([O:4][C@H:5]([C@H:8]1[O:12][C@@H:11]([N:13]2[C:17]3[N:18]=[C:19]([NH2:23])[NH:20][C:21](=[O:22])[C:16]=3[S:15][C:14]2=[O:24])[C@@H:10](CC([O-])=O)[CH2:9]1)[CH2:6][CH3:7])(=[O:3])[CH3:2].C([O-])([O-])=[O:30].[K+].[K+].CC(O)=O>CO>[NH2:23][C:19]1[NH:20][C:21](=[O:22])[C:16]2[S:15][C:14](=[O:24])[N:13]([C@@H:11]3[O:12][C@H:8]([C@@H:5]([O:4][C:1](=[O:3])[CH3:2])[CH2:6][CH3:7])[CH2:9][C@H:10]3[OH:30])[C:17]=2[N:18]=1 |f:1.2.3|. Procedure details: To a solution of [(2R,3R,5S)-5-[(1S)-1-acetoxypropyl]-2-(5-amino-2,7-dioxo-6H-thiazolo[4,5-d]pyrimidin-3-yl)tetrahydrofuran-3-yl]acetate (compound 6h, 210 mg, 0.5 mmol) in methanol (25 mL) was added K2CO3 (136 mg, 1 mmol). After being stirred at room temperature for 10 min, the reaction was adjusted to pH 7.0 by addition of HOAc (120 mg, 2 mmol), concentrated in vacuo and the residue was purified by preparative HPLC to afford 66.7 mg of [(1S)-1-[(2S,4R,5R)-5-(5-amino-2,7-dioxo-6H-thiazolo[4,5-d]... Reactants: C(C)(=O)C1=CC2=CC=CC=C2C=C1 (2'-Acetonaphthone), COC(N(C)C)OC (N,N-dimethylformamide dimethylacetal). The product is C1=C(C=CC2=CC=CC=C12)C(C=CN(C)C)=O (1-(2-naphthyl)-3-dimethylaminoprop-2-en-1-one). The yield is 76.0%. Reaction SMILES: [C:1]([C:4]1[CH:13]=[CH:12][C:11]2[C:6](=[CH:7][CH:8]=[CH:9][CH:10]=2)[CH:5]=1)(=[O:3])[CH3:2].CO[CH:16](OC)[N:17]([CH3:19])[CH3:18]>>[CH:5]1[C:6]2[C:11](=[CH:10][CH:9]=[CH:8][CH:7]=2)[CH:12]=[CH:13][C:4]=1[C:1](=[O:3])[CH:2]=[CH:16][N:17]([CH3:19])[CH3:18]. Procedure: 2'-Acetonaphthone (10 0 g, 58 mmol, [93-08-3]) was dissolved in 20 mL of N,N-dimethylformamide dimethylacetal [4637-24-5] and the mixture was heated under reflux for 14 hours. The mixture was then cooled, concentrated, and the crystalline residue was recrystallized from cyclohexane to give the title product as orange crystals (9.88 g, 76%). mp 100° -101° . Calc'd for C15H15NO: C 79.97%, H 6.71 %, N 6.22%; found: C 79.71%, H 6.76%, N 6.51%. NMR (CDCl3): 8.40 (s, 1 H); 8.00-7.83 (m, 5 H); 7.54-7.5... Reactants: COc1ccc(CN(Cc2ccc(OC)cc2)c2nc(C)nc(-c3cc(CN4CCN(C(=O)OC(C)(C)C)CC4C)cnc3F)n2)cc1, CS(=O)(=O)Cl, ClCCl, O=C(O)C(F)(F)F. The product is COc1ccc(CN(Cc2ccc(OC)cc2)c2nc(C)nc(-c3cc(CN4CCN(S(C)(=O)=O)CC4C)cnc3F)n2)cc1. As a reaction SMILES: [CH3:1][O:2][c:3]1[cH:4][cH:5][c:6]([CH2:7][N:8]([c:9]2[n:10][c:11](-[c:16]3[cH:17][c:18]([CH2:23][N:24]4[CH:25]([CH3:37])[CH2:26][N:27]([C:30]([O:31][C:32]([CH3:33])([CH3:34])[CH3:35])=[O:36])[CH2:28][CH2:29]4)[cH:19][n:20][c:21]3[F:22])[n:12][c:13]([CH3:15])[n:14]2)[CH2:38][c:39]2[cH:40][cH:41][c:42]([O:45][CH3:46])[cH:43][cH:44]2)[cH:47][cH:48]1.[CH3:56][S:57]([Cl:58])(=[O:59])=[O:60].[Cl:61][CH2:62][Cl:63].[F:49][C:50]([F:51])([F:52])[C:53]([OH:54])=[O:55]>>[CH3:1][O:2][c:3]1[cH:4][cH:5][c:6]([CH2:7][N:8]([c:9]2[n:10][c:11](-[c:16]3[cH:17][c:18]([CH2:23][N:24]4[CH:25]([CH3:37])[CH2:26][N:27]([S:57]([CH3:56])(=[O:59])=[O:60])[CH2:28][CH2:29]4)[cH:19][n:20][c:21]3[F:22])[n:12][c:13]([CH3:15])[n:14]2)[CH2:38][c:39]2[cH:40][cH:41][c:42]([O:45][CH3:46])[cH:43][cH:44]2)[cH:47][cH:48]1.